From a dataset of the Open Reaction Database (ORD), a public repository of structured organic reaction records. describe an organic reaction: reactants, conditions, products, and yield Starting materials: O (water), CC[C@H]1CN2CC[C@H]1C[C@@H]2[C@H](C3=C4C=C(C=CC4=NC=C3)OC)OC5=NN=C(C6=CC=CC=C65)O[C@H]([C@H]7C[C@@H]8CCN7C[C@@H]8CC)C9=C1C=C(C=CC1=NC=C9)OC (AD-mix-β), C(C)(C)(C)O (tert-butanol), S(=O)([O-])[O-].[Na+].[Na+] (sodium sulphite), C(C)OC(C1=CC(=C(C=C1)NC(C)=O)CC=C)=O (ethyl-4-acetylamino-3-allylbenzoate). Run at temperature 0 celsius, time 0.1 hour. The product is C(C)OC(C1=CC(=C(C=C1)NC(C)=O)CC(CO)O)=O (ethyl-4-acetylamino-3-(2',3'-dihydroxypropyl)benzoate). The yield is 65.0%. Reaction SMILES: O.CC[C@@H]1[C@@H]2C[C@H]([C@@H](OC3C4C(=CC=CC=4)C(O[C@@H](C4C=CN=C5C=4C=C(OC)C=C5)[C@@H]4N5C[C@H](CC)[C@@H](CC5)C4)=NN=3)C3C=CN=C4C=3C=C([O:23]C)C=C4)N(CC2)C1.[CH2:60]([O:62][C:63](=[O:77])[C:64]1[CH:69]=[CH:68][C:67]([NH:70][C:71](=[O:73])[CH3:72])=[C:66](CC=C)[CH:65]=1)[CH3:61].S([O-])([O-])=O.[Na+].[Na+].[C:84]([OH:88])(C)([CH3:86])[CH3:85]>>[CH2:60]([O:62][C:63](=[O:77])[C:64]1[CH:69]=[CH:68][C:67]([NH:70][C:71](=[O:73])[CH3:72])=[C:66]([CH2:85][CH:84]([OH:88])[CH2:86][OH:23])[CH:65]=1)[CH3:61] |f:3.4.5|. Procedure: To a solution of 1:1 water and tert-butanol (10 mL), AD-mix-β (Aldrich, 1.4 g) was added and the mixture stirred for 0.1 h. The mixture had two layers; the lower layer was yellow in color. To this mixture, ethyl-4-acetylamino-3-allylbenzoate (9.092 g, 0.00037 mol) was added in one portion and stirred at room temperature for 48 h. The reaction mixture was cooled to 0° C. and sodium sulphite (1.5 g, 0.0119 mol) was added. The reaction was stirred at 0° C. for 0.3 h and then at room temperature for... Reactants: FC1=CC2=C(N(C(CO2)=O)CC2=NC=CC=C2)C=C1NN (7-fluoro-6-hydrazino-4-(pyridin-2-ylmethyl)-2H-1,4-benzoxazin-3(4H)-one), C(C)OC(=O)C1C(CCCC1)=O (2-ethoxycarbonyl-cyclohexanone), [O-]CC.[Na+] (sodium ethoxide). The solvent is C(C)O (ethanol). Product: FC1=CC2=C(N(C(CO2)=O)CC2=NC=CC=C2)C=C1N1N=C2CCCCC2C1=O (7-fluoro-6-(3,3a,4,5,6,7-hexahydro-2H-indazole-3-on-2-yl)-4-(pyridin-2-ylmethyl)-2H-1,4-benzoxazin-3(4H)-one). The yield is 60.8%. As a reaction SMILES: [F:1][C:2]1[C:19]([NH:20][NH2:21])=[CH:18][C:5]2[N:6]([CH2:11][C:12]3[CH:17]=[CH:16][CH:15]=[CH:14][N:13]=3)[C:7](=[O:10])[CH2:8][O:9][C:4]=2[CH:3]=1.C([O:24][C:25]([CH:27]1[CH2:32][CH2:31][CH2:30][CH2:29][C:28]1=O)=O)C.[O-]CC.[Na+]>C(O)C>[F:1][C:2]1[C:19]([N:20]2[C:25](=[O:24])[CH:27]3[C:28]([CH2:29][CH2:30][CH2:31][CH2:32]3)=[N:21]2)=[CH:18][C:5]2[N:6]([CH2:11][C:12]3[CH:17]=[CH:16][CH:15]=[CH:14][N:13]=3)[C:7](=[O:10])[CH2:8][O:9][C:4]=2[CH:3]=1 |f:2.3|. Procedure: A mixture of 7-fluoro-6-hydrazino-4-(pyridin-2-ylmethyl)-2H-1,4-benzoxazin-3(4H)-one (1.49 g), 2-ethoxycarbonyl-cyclohexanone (0.9 g) and ethanol (20 ml) was admixed with a catalytic amount of sodium ethoxide, and heated under reflux for 5 hours. The reaction mixture was distilled to remove the ethanol therefrom, admixed with toluene (30 ml), heated under reflux for 10 minutes, cooled to a temperature of 0° to 10° C., and filtered. The solid portion thus obtained was washed with n-hexane, and dr... Reported procedure: A suspension of 2-(2-methoxyphenyl)quinazolin-4(3H)-one (567 g, 2.1 mol) in phosphoryl chloride (2 L, 21 mol) and a catalytic amount of N,N-dimethyl aniline was brought to reflux. The reaction started immediately with the evolution of gas (HCl) upon the addition of N,N-dimethyl aniline. After the production of gas had ceased the mixture was cooled to room temperature. The excess POCl3 was evaporated. The resulting dark solution was cooled to room temperature and slowly poured on ice and water, w... RXN SMILES: [CH3:1][O:2][C:3]1[CH:8]=[CH:7][CH:6]=[CH:5][C:4]=1[C:9]1[NH:18][C:17](=O)[C:16]2[C:11](=[CH:12][CH:13]=[CH:14][CH:15]=2)[N:10]=1.P(Cl)(Cl)([Cl:22])=O.CN(C)C1C=CC=CC=1.Cl>>[Cl:22][C:17]1[C:16]2[C:11](=[CH:12][CH:13]=[CH:14][CH:15]=2)[N:10]=[C:9]([C:4]2[CH:5]=[CH:6][CH:7]=[CH:8][C:3]=2[O:2][CH3:1])[N:18]=1. Starting materials: COC1=C(C=CC=C1)C1=NC2=CC=CC=C2C(N1)=O (2-(2-methoxyphenyl)quinazolin-4(3H)-one), P(=O)(Cl)(Cl)Cl (phosphoryl chloride), Cl (HCl), CN(C1=CC=CC=C1)C (N,N-dimethyl aniline), CN(C1=CC=CC=C1)C (N,N-dimethyl aniline). The product is ClC1=NC(=NC2=CC=CC=C12)C1=C(C=CC=C1)OC (4-Chloro-2-(2-methoxyphenyl) quinazoline).